This data is from the Open Reaction Database (ORD), a public repository of structured organic reaction records. The task is: describe an organic reaction: reactants, conditions, products, and yield The reactants are product, ClC1=CC(=C(C=C1OC)N1C(N2C(CCCC2)=C1C#N)=O)F (2-(4-chloro-2-fluoro-5-methoxyphenyl)-2,3,5,6,7,8-hexahydro-3-oxoimidazo[1,5-a]pyridine-1-carbonitrile), [Al+3].[Cl-].[Cl-].[Cl-] (AlCl3). Solvent: C1=CC=CC=C1 (benzene). Yields the product ClC1=CC(=C(C=C1O)N1C(N2C(CCCC2)=C1C#N)=O)F (2-(4-chloro-2-fluoro-5-hydroxyphenyl)-2,3,5,6,7,8-hexahydro-3-oxoimidazo[1,5-a]pyridine-1-carbonitrile). Isolated yield 84.0%. Reaction SMILES: [Cl:1][C:2]1[C:7]([O:8]C)=[CH:6][C:5]([N:10]2[C:18]([C:19]#[N:20])=[C:13]3[CH2:14][CH2:15][CH2:16][CH2:17][N:12]3[C:11]2=[O:21])=[C:4]([F:22])[CH:3]=1.[Al+3].[Cl-].[Cl-].[Cl-]>C1C=CC=CC=1>[Cl:1][C:2]1[C:7]([OH:8])=[CH:6][C:5]([N:10]2[C:18]([C:19]#[N:20])=[C:13]3[CH2:14][CH2:15][CH2:16][CH2:17][N:12]3[C:11]2=[O:21])=[C:4]([F:22])[CH:3]=1 |f:1.2.3.4|. Procedure: The product of Example 53, 2-(4-chloro-2-fluoro-5-methoxyphenyl)-2,3,5,6,7,8-hexahydro-3-oxoimidazo[1,5-a]pyridine-1-carbonitrile, (4 g, 0.012 mol) was dissolved in benzene and treated with 8.3 g (0.062 mol) of AlCl3 using conditions described in Example 32 to furnish 3.1 g of 2-(4-chloro-2-fluoro-5-hydroxyphenyl)-2,3,5,6,7,8-hexahydro-3-oxoimidazo[1,5-a]pyridine-1-carbonitrile (m.p. 204°-6° C.). Starting materials: CCO, CCN(C(C)C)C(C)C, Cn1ncc([N+](=O)[O-])c1Cl, Cl, FC1(F)CCCNC1. Product: Cn1ncc([N+](=O)[O-])c1N1CCCC(F)(F)C1. Reaction SMILES: [CH3:29][CH2:30][OH:31].[CH:20]([N:21]([CH2:22][CH3:23])[CH:24]([CH3:25])[CH3:26])([CH3:27])[CH3:28].[Cl:1][c:2]1[c:3]([N+:8](=[O:9])[O-:10])[cH:4][n:5][n:6]1[CH3:7].[ClH:11].[F:12][C:13]1([F:19])[CH2:14][NH:15][CH2:16][CH2:17][CH2:18]1>>[c:2]1([N:15]2[CH2:14][C:13]([F:12])([F:19])[CH2:18][CH2:17][CH2:16]2)[c:3]([N+:8](=[O:9])[O-:10])[cH:4][n:5][n:6]1[CH3:7].